This data is from the Open Reaction Database (ORD), a public repository of structured organic reaction records. The task is: describe an organic reaction: reactants, conditions, products, and yield Starting materials: CCOC(=O)c1cnn(-c2ccc(Br)cc2)c1C1CC1, CO, [Na+], [OH-]. Product: O=C(O)c1cnn(-c2ccc(Br)cc2)c1C1CC1. Reaction SMILES: [Br:1][c:2]1[cH:3][cH:4][c:5](-[n:8]2[n:9][cH:10][c:11]([C:16](=[O:17])[O:18][CH2:19][CH3:20])[c:12]2[CH:13]2[CH2:14][CH2:15]2)[cH:6][cH:7]1.[CH3:23][OH:24].[Na+:22].[OH-:21]>>[Br:1][c:2]1[cH:3][cH:4][c:5](-[n:8]2[n:9][cH:10][c:11]([C:16](=[O:17])[OH:18])[c:12]2[CH:13]2[CH2:14][CH2:15]2)[cH:6][cH:7]1. Reactants: CC(=O)O, CCO, [H][H], CN(C(=O)OC(C)(C)C)C(CN=[N+]=[N-])COCc1ccccc1. Yields the product CN(C(=O)OC(C)(C)C)C(CN)COCc1ccccc1. RXN SMILES: [C:29]([OH:30])(=[O:31])[CH3:32].[CH3:26][CH2:27][OH:28].[H:24][H:25].[N:1](=[N+:2]=[N-:3])[CH2:4][CH:5]([CH2:6][O:7][CH2:8][c:9]1[cH:10][cH:11][cH:12][cH:13][cH:14]1)[N:15]([C:16]([O:17][C:18]([CH3:19])([CH3:20])[CH3:21])=[O:22])[CH3:23]>>[NH2:1][CH2:4][CH:5]([CH2:6][O:7][CH2:8][c:9]1[cH:10][cH:11][cH:12][cH:13][cH:14]1)[N:15]([C:16]([O:17][C:18]([CH3:19])([CH3:20])[CH3:21])=[O:22])[CH3:23]. The reactants are ClC1=CC=NC2=C(C=CC=C12)NC(C1=C(C=CC=C1Cl)Cl)=O (4-chloro-8-(2,6-dichlorobenzoylamino)quinoline), O.NN (hydrazine monohydrate). Run in C(C)O (ethanol), CN1C(CCC1)=O (N-methylpyrrolidone). Reaction conditions: temperature 100 celsius. Product: ClC1=C(C(=O)NC=2C=CC=C3C(=CC=NC23)NN)C(=CC=C1)Cl (8-(2,6-dichlorobenzoylamino)-4-hydrazinoquinoline). Isolated yield 87.6%. As a reaction SMILES: Cl[C:2]1[C:11]2[C:6](=[C:7]([NH:12][C:13](=[O:22])[C:14]3[C:19]([Cl:20])=[CH:18][CH:17]=[CH:16][C:15]=3[Cl:21])[CH:8]=[CH:9][CH:10]=2)[N:5]=[CH:4][CH:3]=1.O.[NH2:24][NH2:25]>C(O)C.CN1CCCC1=O>[Cl:21][C:15]1[CH:16]=[CH:17][CH:18]=[C:19]([Cl:20])[C:14]=1[C:13]([NH:12][C:7]1[CH:8]=[CH:9][CH:10]=[C:11]2[C:6]=1[N:5]=[CH:4][CH:3]=[C:2]2[NH:24][NH2:25])=[O:22] |f:1.2|. Procedure: A mixture of 4-chloro-8-(2,6-dichlorobenzoylamino)quinoline (200 mg) and hydrazine monohydrate (285 mg) in ethanol (4 ml) and N-methylpyrrolidone (1 ml) was heated at 100° C. overnight. After cooling, the resulting precipitates were collected by filtration, and the residue was recrystallized from ethanol to give 8-(2,6-dichlorobenzoylamino)-4-hydrazinoquinoline (173 mg). Reactants: CCCn1c(=O)[nH]c(=S)c2[nH]c(C34CCC(CCC(=O)OC)(CC3)CC4)nc21, CI, CCO, [Na+], [OH-], O. Yields the product CCCn1c(=O)nc(SC)c2[nH]c(C34CCC(CCC(=O)OC)(CC3)CC4)nc21. RXN SMILES: [CH3:1][O:2][C:3]([CH2:4][CH2:5][C:6]12[CH2:7][CH2:8][C:9]([c:14]3[n:15][c:16]4[n:17]([CH2:25][CH2:26][CH3:27])[c:18](=[O:24])[nH:19][c:20](=[S:23])[c:21]4[nH:22]3)([CH2:10][CH2:11]1)[CH2:12][CH2:13]2)=[O:28].[CH3:31][I:32].[CH3:33][CH2:34][OH:35].[Na+:30].[OH-:29].[OH2:36]>>[CH3:1][O:2][C:3]([CH2:4][CH2:5][C:6]12[CH2:7][CH2:8][C:9]([c:14]3[n:15][c:16]4[n:17]([CH2:25][CH2:26][CH3:27])[c:18](=[O:24])[n:19][c:20]([S:23][CH3:31])[c:21]4[nH:22]3)([CH2:10][CH2:11]1)[CH2:12][CH2:13]2)=[O:28]. Reactants: ClC=1C=C(C=NC1OCCC(F)(F)F)C(C)=O (1-(5-chloro-6-(3,3,3-trifluoropropoxy)pyridin-3-yl)ethanone), CC(C)(C)[S@@](=O)N ((R)-2-methylpropane-2-sulfinamide), Amine-1. The product is ClC=1C=C(C=NC1OCCC(F)(F)F)C(C)N[S@](=O)C(C)(C)C ((R)—N-(1-(5-chloro-6-(3,3,3-trifluoropropoxy)pyridin-3-yl)ethyl)-2-methylpropane-2-sulfinamide). Isolated yield 76.0%. As a reaction SMILES: [Cl:1][C:2]1[CH:3]=[C:4]([C:15](=O)[CH3:16])[CH:5]=[N:6][C:7]=1[O:8][CH2:9][CH2:10][C:11]([F:14])([F:13])[F:12].[CH3:18][C:19]([S@:22]([NH2:24])=[O:23])([CH3:21])[CH3:20]>>[Cl:1][C:2]1[CH:3]=[C:4]([CH:15]([NH:24][S@@:22]([C:19]([CH3:21])([CH3:20])[CH3:18])=[O:23])[CH3:16])[CH:5]=[N:6][C:7]=1[O:8][CH2:9][CH2:10][C:11]([F:14])([F:13])[F:12]. Reported procedure: The title compound is prepared in 76% yield (2.96 g, white solid) from 1-(5-chloro-6-(3,3,3-trifluoropropoxy)pyridin-3-yl)ethanone (2.80 g, 10.5 mmol, Step-3) and (R)-2-methylpropane-2-sulfinamide (1.90 g, 15.7 mmol) in a similar manner to Step-4 of Amine-1. Starting materials: ClC=1N=C(C2=C(N1)C1=C(O2)N=CC=C1)Cl (2,4-Dichloro-pyrido[3′,2′:4,5]furo[3,2-d]pyrimidine), N1CCOCC1 (morpholine). Run in CO (methanol). Conditions: time 2 hour. The product is ClC=1N=C(C2=C(N1)C1=C(O2)N=CC=C1)N1CCOCC1 (2-Chloro-4-morpholin-4-yl-pyrido[3′,2′:4,5]furo[3,2-d]pyrimidine). Isolated yield 63.0%. RXN SMILES: [Cl:1][C:2]1[N:3]=[C:4](Cl)[C:5]2[O:10][C:9]3[N:11]=[CH:12][CH:13]=[CH:14][C:8]=3[C:6]=2[N:7]=1.[NH:16]1[CH2:21][CH2:20][O:19][CH2:18][CH2:17]1>CO>[Cl:1][C:2]1[N:3]=[C:4]([N:16]2[CH2:21][CH2:20][O:19][CH2:18][CH2:17]2)[C:5]2[O:10][C:9]3[N:11]=[CH:12][CH:13]=[CH:14][C:8]=3[C:6]=2[N:7]=1. Procedure: To a solution of 4 (64 mg, 0.27 mmol) in dry methanol (10 mL) was added morpholine (55 μL, 0.62 mmol) dropwise, and the resulting reaction was stirred for 2 h at rt. The resulting precipitate was then filtered, washed with water and then a mixture of 5:1 methanol/water, and the remaining solid was dried in vacuo to furnish 5 (50 mg, 0.17 mmol, 64%) as a white solid. The reactants are ClC1=NC(=NC(=C1)OC)N (4-chloro-6-methoxypyrimidine-2-ylamine), C(C)(C)N(CC)C(C)C (diisopropylethylamine). The reagents and catalysts are [Pd] (palladium on carbon). Run in CCOC(=O)C (EtOAc), C(C)O (ethanol). Conditions: time 14 hour. Yields the product COC1=NC(=NC=C1)N (4-methoxypyrimidine-2-ylamine). Isolated yield 89.4%. As a reaction SMILES: Cl[C:2]1[CH:7]=[C:6]([O:8][CH3:9])[N:5]=[C:4]([NH2:10])[N:3]=1.C(N(C(C)C)CC)(C)C>CCOC(C)=O.C(O)C.[Pd]>[CH3:9][O:8][C:6]1[CH:7]=[CH:2][N:3]=[C:4]([NH2:10])[N:5]=1. Procedure details: To a solution of 4-chloro-6-methoxypyrimidine-2-ylamine (4.4 g, 27.7 mmol) in EtOAc (200 mL) and ethanol (150 mL), was added diisopropylethylamine (9.6 mL, 55.3 mmol) and 10% palladium on carbon (2.9 g, 2.77 mmol). The heterogeneous solution was stirred under a balloon atmosphere of H2 for 14 hours, at which time the solution was filtered through a Celite pad and the volatiles were removed in vacuo. The residue was dissolved in EtOAc (200 mL), washed with Na2CO3(sat.) (100 mL) and with NaCl(sat....